From a dataset of the Open Reaction Database (ORD), a public repository of structured organic reaction records. describe an organic reaction: reactants, conditions, products, and yield Starting materials: BrC=1C=CC2=C(C=3N(CCO2)C=C(N3)C3=NC=NN3C(C)C)C1 (10-bromo-2-(1-isopropyl-1H-1,2,4-triazol-5-yl)-5,6-dihydrobenzo[f]imidazo[1,2-d][1,4]oxazepine), tert-butyl, N1(N=CC=C1)C(=O)[O-] (1H-pyrazole-1-carboxylate). Yields the product C(C)(C)N1N=CN=C1C=1N=C2N(CCOC3=C2C=C(C=C3)C=3C=NNC3)C1 (2-(1-isopropyl-1H-1,2,4-triazol-5-yl)-10-(1H-pyrazol-4-yl)-5,6-dihydrobenzo[f]imidazo[1,2-d][1,4]oxazepine). As a reaction SMILES: Br[C:2]1[CH:3]=[CH:4][C:5]2[O:11][CH2:10][CH2:9][N:8]3[CH:12]=[C:13]([C:15]4[N:19]([CH:20]([CH3:22])[CH3:21])[N:18]=[CH:17][N:16]=4)[N:14]=[C:7]3[C:6]=2[CH:23]=1.[N:24]1(C([O-])=O)[CH:28]=[CH:27][CH:26]=[N:25]1>>[CH:20]([N:19]1[C:15]([C:13]2[N:14]=[C:7]3[C:6]4[CH:23]=[C:2]([C:27]5[CH:28]=[N:24][NH:25][CH:26]=5)[CH:3]=[CH:4][C:5]=4[O:11][CH2:10][CH2:9][N:8]3[CH:12]=2)=[N:16][CH:17]=[N:18]1)([CH3:22])[CH3:21]. Procedure details: Following Example 182, 10-bromo-2-(1-isopropyl-1H-1,2,4-triazol-5-yl)-5,6-dihydrobenzo[f]imidazo[1,2-d][1,4]oxazepine 187 was coupled with tert-butyl 444, 4,5,5-tetramethyl-1,3,2-dioxaborolan-2-yl)-1H-pyrazole-1-carboxylate to give 160. MS: 362.3. 1H NMR (400 MHz, DMSO) δ 8.57 (t, J=4.0, 1H), 7.99-7.94 (m, 4H), 7.56 (dt, J=11.2, 5.6, 1H), 7.06 (t, J=8.6, 1H), 5.81 (p, J=6.6, 1H), 4.53 (d, J=9.5, 4H), 1.53 (d, J=6.6, 7H).